Dataset: the Open Reaction Database (ORD), a public repository of structured organic reaction records. Task: describe an organic reaction: reactants, conditions, products, and yield Starting materials: [Br-], CC(C)(C)[O-], Cc1cccc(SCCl)c1, O=c1ncc(Cl)c[nH]1, Cl, [K+], [K+], CN(C)C=O. The product is Cc1cccc(SCn2cc(Cl)cnc2=O)c1. As a reaction SMILES: [Br-:26].[CH3:1][C:2]([CH3:3])([O-:4])[CH3:5].[Cl:16][CH2:17][S:18][c:19]1[cH:20][c:21]([CH3:25])[cH:22][cH:23][cH:24]1.[Cl:8][c:9]1[cH:10][n:11][c:12](=[O:15])[nH:13][cH:14]1.[ClH:7].[K+:27].[K+:6].[O:28]=[CH:29][N:30]([CH3:31])[CH3:32]>>[Cl:8][c:9]1[cH:10][n:11]([CH2:17][S:18][c:19]2[cH:20][c:21]([CH3:25])[cH:22][cH:23][cH:24]2)[c:12](=[O:15])[n:13][cH:14]1. The reactants are C(=C)C1(CC1)C1(OCCO1)C (2-(1-Ethenylcyclopropyl)-2-methyl-1,3-dioxolan), [H][H] (hydrogen). Reagents/catalysts: [Pt](=O)=O (platinum(IV) oxide). The solvent is C(C)(=O)OCC (ethyl acetate). Product: C(C)C1(CC1)C1(OCCO1)C (2-(1-Ethylcyclopropyl)-2-methyl-1,3-dioxolan). The yield is 78.6%. Reaction SMILES: [CH:1]([C:3]1([C:6]2([CH3:11])[O:10][CH2:9][CH2:8][O:7]2)[CH2:5][CH2:4]1)=[CH2:2].[H][H]>C(OCC)(=O)C.[Pt](=O)=O>[CH2:1]([C:3]1([C:6]2([CH3:11])[O:7][CH2:8][CH2:9][O:10]2)[CH2:4][CH2:5]1)[CH3:2]. Procedure: 500 mg of olefin 8 is dissolved in 15 ml of ethyl acetate, 150 mg of platinum(IV) oxide is added and hydrogenated in a hydrogenating apparatus until no more hydrogen is taken up. After filtration, it is concentrated by evaporation, whereby 398 mg of title compound 195 is obtained as a colorless oil, which is immediately further reacted.